describe an organic reaction: reactants, conditions, products, and yield From a dataset of the Open Reaction Database (ORD), a public repository of structured organic reaction records. Starting materials: C1CN2CCN1CC2, CCOC(=O)c1c(O)c2ccsc2n(Cc2ccccc2)c1=O, [Cl-], O=C(Cl)C(=O)Cl, O=C(c1cccs1)N1CCNCC1, [NH4+], CN(C)C=O, O. Product: CCOC(=O)c1c(N2CCN(C(=O)c3cccs3)CC2)c2ccsc2n(Cc2ccccc2)c1=O. As a reaction SMILES: [CH2:43]1[N:44]2[CH2:45][CH2:46][N:47]([CH2:48][CH2:49]2)[CH2:50]1.[CH2:7]([CH3:8])[O:9][C:10](=[O:11])[c:12]1[c:13]([OH:29])[c:14]2[c:15]([n:16]([CH2:19][c:20]3[cH:21][cH:22][cH:23][cH:24][cH:25]3)[c:17]1=[O:18])[s:26][cH:27][cH:28]2.[Cl-:51].[Cl:1][C:2]([C:3]([Cl:4])=[O:5])=[O:6].[N:30]1([C:36](=[O:37])[c:38]2[s:39][cH:40][cH:41][cH:42]2)[CH2:31][CH2:32][NH:33][CH2:34][CH2:35]1.[NH4+:52].[O:53]=[CH:54][N:55]([CH3:56])[CH3:57].[OH2:58]>>[CH2:7]([CH3:8])[O:9][C:10](=[O:11])[c:12]1[c:13]([N:33]2[CH2:32][CH2:31][N:30]([C:36](=[O:37])[c:38]3[s:39][cH:40][cH:41][cH:42]3)[CH2:35][CH2:34]2)[c:14]2[c:15]([n:16]([CH2:19][c:20]3[cH:21][cH:22][cH:23][cH:24][cH:25]3)[c:17]1=[O:18])[s:26][cH:27][cH:28]2. The reactants are CCC(C)(C=O)CC, C[Si](C)(C)[N-][Si](C)(C)C, [I-], IC[P+](c1ccccc1)(c1ccccc1)c1ccccc1, [Na+], C1CCOC1. As a reaction SMILES: [CH2:33]([CH3:34])[C:35]([CH:36]=[O:37])([CH2:38][CH3:39])[CH3:40].[CH3:23][Si:24]([N-:25][Si:26]([CH3:27])([CH3:28])[CH3:29])([CH3:30])[CH3:31].[I-:1].[I:2][CH2:3][P+:4]([c:5]1[cH:6][cH:7][cH:8][cH:9][cH:10]1)([c:11]1[cH:12][cH:13][cH:14][cH:15][cH:16]1)[c:17]1[cH:18][cH:19][cH:20][cH:21][cH:22]1.[Na+:32].[O:41]1[CH2:42][CH2:43][CH2:44][CH2:45]1>>[I:2][CH:3]=[CH:36][C:35]([CH2:33][CH3:34])([CH2:38][CH3:39])[CH3:40]. Yields the product CCC(C)(C=CI)CC. The reactants are COC(=O)C1C2CCC(C1NC(C)C1=CC=CC=C1)N2C(=O)OC(C)(C)C (3-(1-phenyl-ethylamino)-7-aza-bicyclo[2.2.1]heptane-2,7-dicarboxylic acid 7-tert-butyl ester 2-methyl ester). Reagents/catalysts: [OH-].[OH-].[Pd+2] (palladium hydroxide on carbon). The solvent is CO (methanol). Reaction conditions: time 19 hour. The product is COC(=O)C1C2CCC(C1N)N2C(=O)OC(C)(C)C (3-amino-7-aza-bicyclo[2.2.1]heptane-2,7-dicarboxylic acid 7-tert-butyl ester 2-methyl ester). Yield: 92.5%. RXN SMILES: [CH3:1][O:2][C:3]([CH:5]1[CH:10]([NH:11]C(C2C=CC=CC=2)C)[CH:9]2[N:20]([C:21]([O:23][C:24]([CH3:27])([CH3:26])[CH3:25])=[O:22])[CH:6]1[CH2:7][CH2:8]2)=[O:4]>CO.[OH-].[OH-].[Pd+2]>[CH3:1][O:2][C:3]([CH:5]1[CH:10]([NH2:11])[CH:9]2[N:20]([C:21]([O:23][C:24]([CH3:27])([CH3:26])[CH3:25])=[O:22])[CH:6]1[CH2:7][CH2:8]2)=[O:4] |f:2.3.4|. Procedure details: A mixture of 3-(1-phenyl-ethylamino)-7-aza-bicyclo[2.2.1]heptane-2,7-dicarboxylic acid 7-tert-butyl ester 2-methyl ester (0.28 g, 0.8 mmol) and 20% palladium hydroxide on carbon (0.2 g) in methanol (5 mL) was stirred under a hydrogen atmosphere (1 atm) for 19 h. The mixture was then filtered through a thin pad of celite and concentrated to provide 3-amino-7-aza-bicyclo[2.2.1]heptane-2,7-dicarboxylic acid 7-tert-butyl ester 2-methyl ester as a colorless oil (0.2 g, 71.4%). MS: 269 (M+H)+. Yields the product CC(C)Cn1ncc2cc(Oc3ccc(F)cc3)c(C(=O)N3CCN(C)CC3)cc21. Reactants: O=C(c1ncc[nH]1)c1ncc[nH]1, C1CCOC1, CN1CCNCC1, CC(C)Cn1ncc2cc(Oc3ccc(F)cc3)c(C(N)=O)cc21. As a reaction SMILES: [C:25]([c:26]1[nH:27][cH:28][cH:29][n:30]1)([c:31]1[nH:32][cH:33][cH:34][n:35]1)=[O:36].[CH2:44]1[O:45][CH2:46][CH2:47][CH2:48]1.[CH3:37][N:38]1[CH2:39][CH2:40][NH:41][CH2:42][CH2:43]1.[F:1][c:2]1[cH:3][cH:4][c:5]([O:6][c:7]2[cH:8][c:9]3[cH:10][n:11][n:12]([CH2:19][CH:20]([CH3:21])[CH3:22])[c:13]3[cH:14][c:15]2[C:16](=[O:17])[NH2:18])[cH:23][cH:24]1>>[F:1][c:2]1[cH:3][cH:4][c:5]([O:6][c:7]2[cH:8][c:9]3[cH:10][n:11][n:12]([CH2:19][CH:20]([CH3:21])[CH3:22])[c:13]3[cH:14][c:15]2[C:16](=[O:17])[N:18]2[CH2:40][CH2:39][N:38]([CH3:37])[CH2:43][CH2:42]2)[cH:23][cH:24]1.